From a dataset of the Open Reaction Database (ORD), a public repository of structured organic reaction records. describe an organic reaction: reactants, conditions, products, and yield Reactants: C[C@H](CCCCC(=O)O)CC ((S)-6-methyloctanoic acid), C1CCC(CC1)N=C=NC2CCCCC2 (DCC), OC=1C=NC(=NC1)C1=CC=C(C=C1)C1=CC=C(C=C1)CCC (5-Hydroxy-2(4'-propyl-biphenyl-4-yl)pyrimidine). Reagents/catalysts: CN(C)C=1C=CN=CC1 (DMAP). Solvent: ClCCl (dichloromethane). Reaction conditions: time 2 hour. Product: C[C@H](CCCCC(=O)OC=1C=NC(=NC1)C1=CC=C(C=C1)C1=CC=C(C=C1)CCC)CC ((S)-5-(6'-methyloctanoyloxy)-2-(4'-propylbiphenyl-4-yl)pyrimidine). Isolated yield 67.6%. As a reaction SMILES: [OH:1][C:2]1[CH:3]=[N:4][C:5]([C:8]2[CH:13]=[CH:12][C:11]([C:14]3[CH:19]=[CH:18][C:17]([CH2:20][CH2:21][CH3:22])=[CH:16][CH:15]=3)=[CH:10][CH:9]=2)=[N:6][CH:7]=1.[CH3:23][C@@H:24]([CH2:32][CH3:33])[CH2:25][CH2:26][CH2:27][CH2:28][C:29](O)=[O:30].C1CCC(N=C=NC2CCCCC2)CC1>ClCCl.CN(C1C=CN=CC=1)C>[CH3:23][C@@H:24]([CH2:32][CH3:33])[CH2:25][CH2:26][CH2:27][CH2:28][C:29]([O:1][C:2]1[CH:7]=[N:6][C:5]([C:8]2[CH:9]=[CH:10][C:11]([C:14]3[CH:19]=[CH:18][C:17]([CH2:20][CH2:21][CH3:22])=[CH:16][CH:15]=3)=[CH:12][CH:13]=2)=[N:4][CH:3]=1)=[O:30]. Reported procedure: 5-Hydroxy-2(4'-propyl-biphenyl-4-yl)pyrimidine (10 g, 0.034 mol) was dissolved in dichloromethane (100 ml), followed by adding (S)-6-methyloctanoic acid (7.9 g, 0.05 mol), DCC (20.6 g, 0.1 mol) and DMAP (3.3 g), agitating the mixture at room temperature for 2 hours, filtering off deposited crystals, washing the filtrate with 6N-HCl, then with 2N-NaOH and further with water until the washing water became neutral, drying the organic layer over anhydrous magnesium sulfate, distilling off dichlorome... Reported procedure: Cyclopropyl p-fluorophenyl ketone (1.12 g, 6.9 mmol) is added to 3 ml of dimethylsulfoxide (DMSO). The flask is sealed with a septum and the solution stirred and cooled to 0° C. in an ice bath. Anhydrous dimethylamine (3.4 g, 75.5 mmol) is added by syringe and the solution is gradually warmed to room temperature and allowed to stir at room temperature for 72 hrs. The precipitate is filtered and washed with DMSO and ether. Recrystallization from acetone-pentane (1:1) yielded p-N,N-dimethylaminoph... Reactants: FC1=CC=C(C=C1)C(=O)C1CC1 (Cyclopropyl p-fluorophenyl ketone), CNC (dimethylamine). The yield is 93.4%. Conditions: temperature 0 celsius. Solvent: CS(=O)C (dimethylsulfoxide). RXN SMILES: F[C:2]1[CH:7]=[CH:6][C:5]([C:8]([CH:10]2[CH2:12][CH2:11]2)=[O:9])=[CH:4][CH:3]=1.[CH3:13][NH:14][CH3:15]>CS(C)=O>[CH:10]1([C:8]([C:5]2[CH:6]=[CH:7][C:2]([N:14]([CH3:15])[CH3:13])=[CH:3][CH:4]=2)=[O:9])[CH2:12][CH2:11]1. The product is C1(CC1)C(=O)C1=CC=C(C=C1)N(C)C (p-N,N-dimethylaminophenyl cyclopropyl ketone). Reactants: Cl.N1C[C@@H](CC1)NC(=O)C1=CNC2=C1N=CN=C2C2=C(C=C(C(=C2)OC)F)OCC2CC2 (4-(2-cyclopropylmethoxy-4-fluoro-5-methoxy-phenyl)-5H-pyrrolo[3,2-d]pyrimidine-7-carboxylic acid (R)-pyrrolidin-3-ylamide hydrochloride), ClC(=O)COC(C)=O (acetic acid chlorocarbonyl-methyl ester). The product is OCC(=O)N1C[C@@H](CC1)NC(=O)C1=CNC2=C1N=CN=C2C2=C(C=C(C(=C2)OC)F)OCC2CC2 (4-(2-Cyclopropylmethoxy-4-fluoro-5-methoxy-phenyl)-5H-pyrrolo[3,2-d]pyrimidine-7-carboxylic acid [(R)-1-(2-hydroxy-acetyl)-pyrrolidin-3-yl]amide). As a reaction SMILES: Cl.[NH:2]1[CH2:6][CH2:5][C@@H:4]([NH:7][C:8]([C:10]2[C:14]3[N:15]=[CH:16][N:17]=[C:18]([C:19]4[CH:24]=[C:23]([O:25][CH3:26])[C:22]([F:27])=[CH:21][C:20]=4[O:28][CH2:29][CH:30]4[CH2:32][CH2:31]4)[C:13]=3[NH:12][CH:11]=2)=[O:9])[CH2:3]1.Cl[C:34]([CH2:36][O:37]C(=O)C)=[O:35]>>[OH:37][CH2:36][C:34]([N:2]1[CH2:6][CH2:5][C@@H:4]([NH:7][C:8]([C:10]2[C:14]3[N:15]=[CH:16][N:17]=[C:18]([C:19]4[CH:24]=[C:23]([O:25][CH3:26])[C:22]([F:27])=[CH:21][C:20]=4[O:28][CH2:29][CH:30]4[CH2:31][CH2:32]4)[C:13]=3[NH:12][CH:11]=2)=[O:9])[CH2:3]1)=[O:35] |f:0.1|. Reported procedure: Starting from 4-(2-cyclopropylmethoxy-4-fluoro-5-methoxy-phenyl)-5H-pyrrolo[3,2-d]pyrimidine-7-carboxylic acid (R)-pyrrolidin-3-ylamide hydrochloride (example A165) and acetic acid chlorocarbonyl-methyl ester the title compound is obtained as colorless solid. Starting materials: OC1=CC2=CC=C(C=C2C=C1)OCCC(F)(F)F (2-hydroxy-6-(3,3,3-trifluoropropoxy)naphthalene), O.[F-].C(CCC)[N+](CCCC)(CCCC)CCCC (tetrabutylammonium fluoride hydrate), C1(=CC=C(C=C1)S(=O)(=O)OC[C@@H](CCC=1C=NC=CC1)O[Si](C)(C)C(C)(C)C)C ((2R)-2-(tert-butyldimethylsilyloxy)-4-(3-pyridyl)-1-butyl para-toluenesulfonate), [H-].[Na+] (sodium hydride). Solvent: CN(C=O)C (dimethylformamide), O (water), O1CCCC1 (tetrahydrofuran). Run at temperature 60 celsius, time 2 hour. Yields the product N1=CC(=CC=C1)CC[C@H](COC1=CC2=CC=C(C=C2C=C1)OCCC(F)(F)F)O ((2R)-4-(3-Pyridyl)-1-(6-(3,3,3-trifluoropropoxy)naphthalen-2-yloxy)-2-butanol). The yield is 64.5%. Reaction SMILES: [OH:1][C:2]1[CH:11]=[CH:10][C:9]2[C:4](=[CH:5][CH:6]=[C:7]([O:12][CH2:13][CH2:14][C:15]([F:18])([F:17])[F:16])[CH:8]=2)[CH:3]=1.C1(C)C=CC(S(O[CH2:29][C@H:30]([O:39][Si](C(C)(C)C)(C)C)[CH2:31][CH2:32][C:33]2[CH:34]=[N:35][CH:36]=[CH:37][CH:38]=2)(=O)=O)=CC=1.[H-].[Na+].O.[F-].C([N+](CCCC)(CCCC)CCCC)CCC>CN(C)C=O.O1CCCC1.O>[N:35]1[CH:36]=[CH:37][CH:38]=[C:33]([CH2:32][CH2:31][C@@H:30]([OH:39])[CH2:29][O:1][C:2]2[CH:11]=[CH:10][C:9]3[C:4](=[CH:5][CH:6]=[C:7]([O:12][CH2:13][CH2:14][C:15]([F:16])([F:17])[F:18])[CH:8]=3)[CH:3]=2)[CH:34]=1 |f:2.3,4.5.6|. Reported procedure: Prepared according to the method described in example 26e) from 2-hydroxy-6-(3,3,3-trifluoropropoxy)naphthalene (0.212 g), (2R)-2-(tert-butyldimethylsilyloxy)-4-(3-pyridyl)-1-butyl para-toluenesulfonate (0.30 g) and sodium hydride (60%, 33 mg) in dimethylformamide (3 ml) with heating at 60° C. for 2 hours. The adduct was dissolved in tetrahydrofuran (10 ml) and tetrabutylammonium fluoride hydrate (0.30 g) was added. After 2 hours, the mixture was diluted with water and extracted with ether. The ... Reactants: ClC1=CC=C(C=N1)CO (6-chloro-3-pyridylmethanol), S(=O)(Cl)Cl (thionyl chloride). Solvent: C(Cl)(Cl)Cl (CHCl3), CCOCC (ether). Conditions: time 8 hour. The product is Cl.ClC1=CC=C(C=N1)CCl (6-chloro-3-pyridylmethyl chloride hydrochloride). RXN SMILES: [Cl:1][C:2]1[N:7]=[CH:6][C:5]([CH2:8]O)=[CH:4][CH:3]=1.S(Cl)([Cl:12])=O>C(Cl)(Cl)Cl.CCOCC>[ClH:1].[Cl:1][C:2]1[N:7]=[CH:6][C:5]([CH2:8][Cl:12])=[CH:4][CH:3]=1 |f:4.5|. Reported procedure: In 500 ml of CHCl3 was dissolved 47.3 g (0.33 mole) of 6-chloro-3-pyridylmethanol followed by dropwise addition of 99.3 ml of thionyl chloride with stirring at room temperature. After completion of the dropwise addition, the mixture was further stirred for 1.5 hours and, then, allowed to stand overnight. The CHCl3 was distilled off under reduced pressure, whereby crystals and oil were obtained as a residue. The residue was diluted with ether, collected by filtration and dried to give 45.2 g of 6...